Dataset: the Open Reaction Database (ORD), a public repository of structured organic reaction records. Task: describe an organic reaction: reactants, conditions, products, and yield The reactants are C(C)OC(=O)[C@H](CCC1=CC=CC=C1)N[C@@H](C)C(=O)O (N-[1-(S)-ethoxycarbonyl-3-phenylpropyl]-L-alanine), 1,1-carbonyldiimidazole, N1[C@H](C(=O)O)CCC1 (L-proline), CCOC(=O)C (EtOAc). Product: CCOC(=O)[C@H](CCC=1C=CC=CC1)N[C@@H](C)C(=O)N2CCC[C@H]2C(=O)O.C(=C\C(=O)O)\C(=O)O (enalapril maleate). Isolated yield 77.0%. Reaction SMILES: [CH2:1]([O:3][C:4]([C@@H:6]([NH:15][C@H:16]([C:18]([OH:20])=O)[CH3:17])[CH2:7][CH2:8][C:9]1[CH:14]=[CH:13][CH:12]=[CH:11][CH:10]=1)=[O:5])[CH3:2].[NH:21]1[CH2:28][CH2:27][CH2:26][C@H:22]1[C:23]([OH:25])=[O:24].CC[O:31][C:32]([CH3:34])=[O:33]>>[CH3:2][CH2:1][O:3][C:4]([C@@H:6]([NH:15][C@H:16]([C:18]([N:21]1[C@H:22]([C:23]([OH:25])=[O:24])[CH2:26][CH2:27][CH2:28]1)=[O:20])[CH3:17])[CH2:7][CH2:8][C:9]1[CH:10]=[CH:11][CH:12]=[CH:13][CH:14]=1)=[O:5].[CH:34](/[C:32]([OH:31])=[O:33])=[CH:6]/[C:4]([OH:5])=[O:3] |f:3.4|. Procedure details: In ES patent 2,004,804 the preparation of carboxyalkyldipeptides useful as ACE inhibitors is disclosed. N-[1-(S)-ethoxycarbonyl-3-phenylpropyl]-L-alanine is treated with 1,1-carbonyldiimidazole in EtOAc and subsequently with L-proline and enalapril maleate is obtained with a 77% yield. Reactants: C(C)(=O)O[C@H]1[C@H](OC=2C(=NC(=CC2)I)Cl)SC[C@H]([C@@H]1OC(C)=O)OC(C)=O (2-chloro-6-iodo-3-pyridinyl 2,3,4-tri-O-acetyl-5-thio-β-D-xylopyranoside), FC1=NC=CC=C1B(O)O (2-fluoro-3-pyridineboronic acid). Product: C(C)(=O)O[C@H]1[C@H](OC=2C(=NC(=CC2)C=2C(=NC=CC2)F)Cl)SC[C@H]([C@@H]1OC(C)=O)OC(C)=O (2-Chloro-6-(2-fluoro-3-pyridinyl)-3-pyridinyl 2,3,4-tri-O-acetyl-5-thio-β-D-xylopyranoside), powder. Isolated yield 27.0%. Reaction SMILES: [C:1]([O:4][C@@H:5]1[C@@H:19]([O:20][C:21](=[O:23])[CH3:22])[C@H:18]([O:24][C:25](=[O:27])[CH3:26])[CH2:17][S:16][C@H:6]1[O:7][C:8]1[C:9]([Cl:15])=[N:10][C:11](I)=[CH:12][CH:13]=1)(=[O:3])[CH3:2].[F:28][C:29]1[C:34](B(O)O)=[CH:33][CH:32]=[CH:31][N:30]=1>>[C:1]([O:4][C@@H:5]1[C@@H:19]([O:20][C:21](=[O:23])[CH3:22])[C@H:18]([O:24][C:25](=[O:27])[CH3:26])[CH2:17][S:16][C@H:6]1[O:7][C:8]1[C:9]([Cl:15])=[N:10][C:11]([C:34]2[C:29]([F:28])=[N:30][CH:31]=[CH:32][CH:33]=2)=[CH:12][CH:13]=1)(=[O:3])[CH3:2]. Procedure: By carrying out the operation analogously to example 1, starting from 2-chloro-6-iodo-3-pyridinyl 2,3,4-tri-O-acetyl-5-thio-β-D-xylopyranoside, obtained according to preparation X, and 2-fluoro-3-pyridineboronic acid, the desired product is obtained in the form of a white powder (yield=27%). As a reaction SMILES: [O:1]1[CH2:5][CH2:4][O:3][CH:2]1[C:6]1[CH:13]=[CH:12][C:9]([C:10]#[N:11])=[CH:8][CH:7]=1.Cl.[NH2:15][OH:16].C(=O)(O)[O-].[Na+]>CO>[O:1]1[CH2:5][CH2:4][O:3][CH:2]1[C:6]1[CH:13]=[CH:12][C:9](/[C:10](=[N:15]/[OH:16])/[NH2:11])=[CH:8][CH:7]=1 |f:1.2,3.4|. The product is O1C(OCC1)C1=CC=C(/C(/N)=N/O)C=C1 ((Z)-4-(1,3-dioxolan-2-yl)-N′-hydroxybenzimidamide). Reported procedure: A mixture of 4-(1,3-dioxolan-2-yl)benzonitrile (16.4 g, 93.6 mmol), hydroxylamine hydrochloride (9.76 g, 140 mmol) and sodium bicarbonate (15.7 g, 187 mmol) in MeOH (100 mL) was heated to reflux for 4 hr. After cooling to RT, the reaction mixture was filtered and the filtrate was concentrated to provide solids that were collected by filtration and washed with cold methanol to provide (Z)-4-(1,3-dioxolan-2-yl)-N′-hydroxybenzimidamide (16 g, 76.8 mmol). The compound had an HPLC retention time=0.38... Starting materials: O1C(OCC1)C1=CC=C(C#N)C=C1 (4-(1,3-dioxolan-2-yl)benzonitrile), Cl.NO (hydroxylamine hydrochloride), C([O-])(O)=O.[Na+] (sodium bicarbonate). Run in CO (MeOH). The yield is 82.1%. Reactants: COc1ccc(S(=O)(=O)Cl)cc1, Nc1cnc(Oc2cnc3ccccc3c2)c(Cl)c1. The product is COc1ccc(S(=O)(=O)Nc2cnc(Oc3cnc4ccccc4c3)c(Cl)c2)cc1. As a reaction SMILES: [CH3:20][O:21][c:22]1[cH:23][cH:24][c:25]([S:28](=[O:29])(=[O:30])[Cl:31])[cH:26][cH:27]1.[Cl:1][c:2]1[cH:3][c:4]([NH2:19])[cH:5][n:6][c:7]1[O:8][c:9]1[cH:10][n:11][c:12]2[cH:13][cH:14][cH:15][cH:16][c:17]2[cH:18]1>>[Cl:1][c:2]1[cH:3][c:4]([NH:19][S:28]([c:25]2[cH:24][cH:23][c:22]([O:21][CH3:20])[cH:27][cH:26]2)(=[O:29])=[O:30])[cH:5][n:6][c:7]1[O:8][c:9]1[cH:10][n:11][c:12]2[cH:13][cH:14][cH:15][cH:16][c:17]2[cH:18]1. Yields the product N=1CN(C=CC1)[Sn](CCCC)(CCCC)CCCC ((3-Pyrmidyl)tri-n-butyltin). Run in O (water), O1CCCC1 (tetrahydrofuran), CCCCCC (hexane), O1CCCC1 (tetrahydrofuran). Procedure: 11.2 ml of a hexane solution containing 2.52 mol of n-butyllithium was slowly added to a solution of 30 ml of tetrahydrofuran containing 4.8 ml of 2,2,6,6-tetramethylpiperidine at −30° C., followed by stirring at 0° C. for 30 minutes. Thereafter, 7.3 ml of N,N,N′,N′-tetramethylethylenediamine was added and then a mixture of 1.74 ml of pyridazine, 10.3 ml of tri-n-butyltin chloride and 10 ml of tetrahydrofuran was slowly added to the mixture at −78° C., followed by stirring at −78° C. for 3 hours... Starting materials: CC1(NC(CCC1)(C)C)C (2,2,6,6-tetramethylpiperidine), C(CCC)[Li] (n-butyllithium), CN(CCN(C)C)C (N,N,N′,N′-tetramethylethylenediamine), N1=NC=CC=C1 (pyridazine), C(CCC)[Sn](CCCC)(CCCC)Cl (tri-n-butyltin chloride). Run at temperature 0 celsius, time 30 minute. RXN SMILES: C([Li])CCC.C[C:7]1(C)[CH2:12][CH2:11]C[C:9](C)(C)[NH:8]1.C[N:17](C)CCN(C)C.N1C=CC=CN=1.[CH2:30]([Sn:34](Cl)([CH2:39][CH2:40][CH2:41][CH3:42])[CH2:35][CH2:36][CH2:37][CH3:38])[CH2:31][CH2:32][CH3:33]>O.O1CCCC1.CCCCCC>[N:17]1[CH2:9][N:8]([Sn:34]([CH2:39][CH2:40][CH2:41][CH3:42])([CH2:35][CH2:36][CH2:37][CH3:38])[CH2:30][CH2:31][CH2:32][CH3:33])[CH:7]=[CH:12][CH:11]=1. Starting materials: CC(C)(C)C(=O)Cl, CC#N, CC1CN(C(=O)COc2ccc(Cl)cc2S(N)(=O)=O)C(C)CN1Cc1ccc(F)cc1. Product: CC1CN(C(=O)COc2ccc(Cl)cc2S(=O)(=O)NC(=O)C(C)(C)C)C(C)CN1Cc1ccc(F)cc1. RXN SMILES: [CH3:32][C:33]([C:34](=[O:35])[Cl:36])([CH3:37])[CH3:38].[CH3:39][C:40]#[N:41].[Cl:1][c:2]1[cH:3][cH:4][c:5]([O:12][CH2:13][C:14](=[O:15])[N:16]2[CH:17]([CH3:31])[CH2:18][N:19]([CH2:23][c:24]3[cH:25][cH:26][c:27]([F:30])[cH:28][cH:29]3)[CH:20]([CH3:22])[CH2:21]2)[c:6]([S:8](=[O:9])(=[O:10])[NH2:11])[cH:7]1>>[Cl:1][c:2]1[cH:3][cH:4][c:5]([O:12][CH2:13][C:14](=[O:15])[N:16]2[CH:17]([CH3:31])[CH2:18][N:19]([CH2:23][c:24]3[cH:25][cH:26][c:27]([F:30])[cH:28][cH:29]3)[CH:20]([CH3:22])[CH2:21]2)[c:6]([S:8](=[O:9])(=[O:10])[NH:11][C:34]([C:33]([CH3:32])([CH3:37])[CH3:38])=[O:35])[cH:7]1.